Dataset: the Open Reaction Database (ORD), a public repository of structured organic reaction records. Task: describe an organic reaction: reactants, conditions, products, and yield The reactants are ClC1=C(C=C(C=C1)C(F)(F)F)[N+](=O)[O-] (4-Chloro-3-nitrobenzotrifluoride), NCC(=O)O (glycine), C([O-])([O-])=O.[K+].[K+] (potassium carbonate). Solvent: O (water), CS(=O)C (dimethyl sulfoxide), O (water). Run at temperature 5 celsius, time 6 hour. Product: [N+](=O)([O-])C1=C(C=CC(=C1)C(F)(F)F)NCC(=O)O (N-(2-nitro-4-trifluoromethylphenyl)-glycine). Reaction SMILES: Cl[C:2]1[CH:7]=[CH:6][C:5]([C:8]([F:11])([F:10])[F:9])=[CH:4][C:3]=1[N+:12]([O-:14])=[O:13].[NH2:15][CH2:16][C:17]([OH:19])=[O:18].C(=O)([O-])[O-].[K+].[K+]>O.CS(C)=O>[N+:12]([C:3]1[CH:4]=[C:5]([C:8]([F:11])([F:10])[F:9])[CH:6]=[CH:7][C:2]=1[NH:15][CH2:16][C:17]([OH:19])=[O:18])([O-:14])=[O:13] |f:2.3.4|. Procedure details: 4-Chloro-3-nitrobenzotrifluoride (10 grams), glycine (7 grams), and potassium carbonate (10 grams) were mixed in a mixture of 40 ml. each of water and dimethyl sulfoxide. The mixture was heated to 80°-100°C. and held for 6 hours, then poured into 600 ml. of water, acidified, and chilled to 5°C. The mixture was filtered, yielding N-(2-nitro-4-trifluoromethylphenyl)-glycine. The product was dissolved in 5 percent sodium bicarbonate and reprecipitated by acidification. It was separated and recrysta... Starting materials: CS(=O)(=O)OC(C(C)C)C(C)C ((2,4-dimethyl-3-pentyl) methanesulfonate), ice water, C1(=CC=CC=C1)C1=C(C(C(=O)O)=CC=C1)O (3-phenylsalicylic acid), C([O-])([O-])=O.[Na+].[Na+] (sodium carbonate). Run in CN(C=O)C (dimethyl formamide). Reaction conditions: time 3 hour. Product: CC(C)C(C(C)C)OC(=O)C1=C(C(=CC=C1)C1=CC=CC=C1)O (2-(2,4-dimethyl-3-pentyloxy)carbonyl-6-phenylphenol). Isolated yield 64.0%. RXN SMILES: CS([O:5][CH:6]([CH:10]([CH3:12])[CH3:11])[CH:7]([CH3:9])[CH3:8])(=O)=O.[C:13]1([C:19]2[CH:27]=[CH:26][CH:25]=[C:21]([C:22](O)=[O:23])[C:20]=2[OH:28])[CH:18]=[CH:17][CH:16]=[CH:15][CH:14]=1.C(=O)([O-])[O-].[Na+].[Na+]>CN(C)C=O>[CH3:8][CH:7]([CH:6]([O:5][C:22]([C:21]1[CH:25]=[CH:26][CH:27]=[C:19]([C:13]2[CH:14]=[CH:15][CH:16]=[CH:17][CH:18]=2)[C:20]=1[OH:28])=[O:23])[CH:10]([CH3:12])[CH3:11])[CH3:9] |f:2.3.4|. Reported procedure: In a four-neck flask having an inner volume of 100 ml, 4.86 g (25 m.mols) of (2,4-dimethyl-3-pentyl) methanesulfonate, 5.36 g (25 m.mols) of 3-phenylsalicylic acid, 2.65 g (25 m.mols) of sodium carbonate, and 50 ml of dimethyl formamide were placed and left reacting at 90° C. for three hours. After the reaction, the reaction mass was thrown into 100 ml of ice water and extracted twice with 150 ml of ethyl acetate. The organic layer obtained consequently was washed twice with 50 ml of water. Then... Reactants: Clc1ccc(CBr)cc1Cl, CN(Cc1cc(Br)ccc1O)C(=O)OC(C)(C)C, CC#N, CCOC(C)=O, [K+], [K+], O=C([O-])[O-], O. Product: CN(Cc1cc(Br)ccc1OCc1ccc(Cl)c(Cl)c1)C(=O)OC(C)(C)C. As a reaction SMILES: [Br:25][CH2:26][c:27]1[cH:28][c:29]([Cl:34])[c:30]([Cl:33])[cH:31][cH:32]1.[C:1]([CH3:2])([CH3:3])([CH3:4])[O:5][C:6]([N:7]([CH3:8])[CH2:9][c:10]1[c:11]([OH:17])[cH:12][cH:13][c:14]([Br:16])[cH:15]1)=[O:18].[CH3:35][C:36]#[N:37].[CH3:38][CH2:39][O:40][C:41]([CH3:42])=[O:43].[K+:19].[K+:20].[O-:21][C:22]([O-:23])=[O:24].[OH2:44]>>[C:1]([CH3:2])([CH3:3])([CH3:4])[O:5][C:6]([N:7]([CH3:8])[CH2:9][c:10]1[c:11]([O:17][CH2:26][c:27]2[cH:28][c:29]([Cl:34])[c:30]([Cl:33])[cH:31][cH:32]2)[cH:12][cH:13][c:14]([Br:16])[cH:15]1)=[O:18]. Starting materials: O1C(OCCC1)C1=CC=C(O1)C1=NNC2=CC=CC=C12 (3-(5-(1,3-dioxan-2-yl)furan-2-yl)indazole), [H-].[Na+] (NaH), [H-].[Na+] (NaH), O (water), Cl.N1=CC=C(C=C1)CCl (4-picolyl chloride hydrochloride). The solvent is C(C)(=O)OCC (ethyl acetate), CN(C)C=O (DMF), CN(C)C=O (DMF). Reaction conditions: time 1 hour. The product is O1C(OCCC1)C1=CC=C(O1)C1=NN(C2=CC=CC=C12)CC1=CC=NC=C1 (3-(5-(1,3-Dioxan-2-yl)furan-2-yl)-1-(4-picolyl)indazole). As a reaction SMILES: [O:1]1[CH2:6][CH2:5][CH2:4][O:3][CH:2]1[C:7]1[O:11][C:10]([C:12]2[C:20]3[C:15](=[CH:16][CH:17]=[CH:18][CH:19]=3)[NH:14][N:13]=2)=[CH:9][CH:8]=1.[H-].[Na+].Cl.[N:24]1[CH:29]=[CH:28][C:27]([CH2:30]Cl)=[CH:26][CH:25]=1.O>CN(C=O)C.C(OCC)(=O)C>[O:3]1[CH2:4][CH2:5][CH2:6][O:1][CH:2]1[C:7]1[O:11][C:10]([C:12]2[C:20]3[C:15](=[CH:16][CH:17]=[CH:18][CH:19]=3)[N:14]([CH2:30][C:27]3[CH:28]=[CH:29][N:24]=[CH:25][CH:26]=3)[N:13]=2)=[CH:9][CH:8]=1 |f:1.2,3.4|. Procedure: A solution of 2 g (7.41 mmol) of 3-(5-(1,3-dioxan-2-yl)furan-2-yl)indazole in 10 ml of DMF is added to a suspension of 355 mg of NaH (60 per cent in paraffin) in 10 ml of DMF under argon, and the mixture is stirred at room temperature for 1 hour. 1.46 g of 4-picolyl chloride hydrochloride are then added, followed by 355 mg of NaH (60 percent in paraffin). The mixture is stirred at room temperature for 1 hour and then at 100° C. for 1 hour, introduced into water and extracted with ethyl acetate, ... Reactants: [BH4-].[Na+] (NaBH4), C1(=CC=CC=C1)[C@H](C)N=C1CCC2(CCN(CC2)C(=O)OC(C)(C)C)C2=CC=CC=C12 ((S)-tert -butyl 4-(1-phenylethylimino)-3,4-dihydro-2H-spiro[naphthalene-1,4′-piperidine]-1′-carboxylate), C(=O)(O)[O-].[Na+] (NaHCO3). Solvent: CO (methanol). Reaction conditions: temperature 0 celsius. Product: C1(=CC=CC=C1)[C@H](C)N[C@H]1CCC2(CCN(CC2)C(=O)OC(C)(C)C)C2=CC=CC=C12 ((S)-tert-butyl 4-((S)-1-phenylethylamino)-3,4-dihydro-2H-spiro[naphthalene-1,4′-piperidine]-1′-carboxylate). Reaction SMILES: [BH4-].[Na+].[C:3]1([C@@H:9]([N:11]=[C:12]2[C:33]3[C:28](=[CH:29][CH:30]=[CH:31][CH:32]=3)[C:15]3([CH2:20][CH2:19][N:18]([C:21]([O:23][C:24]([CH3:27])([CH3:26])[CH3:25])=[O:22])[CH2:17][CH2:16]3)[CH2:14][CH2:13]2)[CH3:10])[CH:8]=[CH:7][CH:6]=[CH:5][CH:4]=1.C([O-])(O)=O.[Na+]>CO>[C:3]1([C@@H:9]([NH:11][C@@H:12]2[C:33]3[C:28](=[CH:29][CH:30]=[CH:31][CH:32]=3)[C:15]3([CH2:16][CH2:17][N:18]([C:21]([O:23][C:24]([CH3:26])([CH3:27])[CH3:25])=[O:22])[CH2:19][CH2:20]3)[CH2:14][CH2:13]2)[CH3:10])[CH:8]=[CH:7][CH:6]=[CH:5][CH:4]=1 |f:0.1,3.4|. Procedure details: At −78° C., NaBH4 (760 mg, 20 mmol) was added to a solution of the imine (B1) (7.82 g, 20 mmol) in methanol (100 ml). The reaction mixture was allowed to warm to 0° C. over 2-3 hours then treated with saturated NaHCO3 (ca. 100 ml), concentrated under reduced pressure at <30° C. to remove the solvent. The residue was extracted with ethyl acetate. The organic phase washed with water, dried over Na2SO4 and concentrated to give (S)-tert-butyl 4-((S)-1-phenylethylamino)-3,4-dihydro-2H-spiro[naphthale... The reactants are [F-].[Mg+2].[F-] (magnesium fluoride), C([O-])([O-])=O.[Mg+2] (magnesium carbonate), C([O-])([O-])=O.[Mg+2] (magnesium carbonate), C(=O)=O (carbon dioxide). Product: C([O-])(O)=O.[Mg+2].C([O-])(O)=O (magnesium bicarbonate), hydrates, C([O-])([O-])=O.[Mg+2] (magnesium carbonate). RXN SMILES: [C:1](=[O:4])([O-:3])[O-:2].[Mg+2:5].[F-].[Mg+2].[F-].C(=O)=O>>[C:1](=[O:2])([OH:4])[O-:3].[Mg+2:5].[C:1](=[O:2])([OH:4])[O-:3].[C:1](=[O:2])([O-:4])[O-:3].[Mg+2:5] |f:0.1,2.3.4,6.7.8,9.10|. Procedure: A process is disclosed for converting basic magnesium carbonate into pure hot-pressable magnesium fluoride such as is used for the hot-pressing of infra-red radiation transmitting optical bodies. The process includes contacting a slurry of basic magnesium carbonate with carbon dioxide to form enough magnesium bicarbonate or hydrates of magnesium carbonate, in situ, to alter the particles in the slurry. Carbonation of the slurry increases solubility of the solids by establishing an equilibrium re...